This data is from the Open Reaction Database (ORD), a public repository of structured organic reaction records. The task is: describe an organic reaction: reactants, conditions, products, and yield The reactants are O=C([O-])O, Cc1ccccc1, CCO, N#Cc1nn(-c2c(Cl)cc(C(F)(F)F)cc2Cl)c(N)c1I, [Na+], O, c1ccc(P(c2ccccc2)(c2ccccc2)[Pd](P(c2ccccc2)(c2ccccc2)c2ccccc2)(P(c2ccccc2)(c2ccccc2)c2ccccc2)P(c2ccccc2)(c2ccccc2)c2ccccc2)cc1, OB(O)c1cccnc1. The product is N#Cc1nn(-c2c(Cl)cc(C(F)(F)F)cc2Cl)c(N)c1-c1cccnc1. As a reaction SMILES: [C:22](=[O:23])([O-:24])[OH:25].[CH3:37][c:38]1[cH:39][cH:40][cH:41][cH:42][cH:43]1.[CH3:44][CH2:45][OH:46].[NH2:1][c:2]1[c:3]([I:21])[c:4]([C:19]#[N:20])[n:5][n:6]1-[c:7]1[c:8]([Cl:18])[cH:9][c:10]([C:14]([F:15])([F:16])[F:17])[cH:11][c:12]1[Cl:13].[Na+:26].[OH2:36].[cH:47]1[cH:48][cH:49][c:50]([P:51]([Pd:52]([P:53]([c:54]2[cH:55][cH:56][cH:57][cH:58][cH:59]2)([c:60]2[cH:61][cH:62][cH:63][cH:64][cH:65]2)[c:66]2[cH:67][cH:68][cH:69][cH:70][cH:71]2)([P:72]([c:73]2[cH:74][cH:75][cH:76][cH:77][cH:78]2)([c:79]2[cH:80][cH:81][cH:82][cH:83][cH:84]2)[c:85]2[cH:86][cH:87][cH:88][cH:89][cH:90]2)[P:91]([c:92]2[cH:93][cH:94][cH:95][cH:96][cH:97]2)([c:98]2[cH:99][cH:100][cH:101][cH:102][cH:103]2)[c:104]2[cH:105][cH:106][cH:107][cH:108][cH:109]2)([c:110]2[cH:111][cH:112][cH:113][cH:114][cH:115]2)[c:116]2[cH:117][cH:118][cH:119][cH:120][cH:121]2)[cH:122][cH:123]1.[n:27]1[cH:28][c:29]([B:33]([OH:34])[OH:35])[cH:30][cH:31][cH:32]1>>[NH2:1][c:2]1[c:3](-[c:29]2[cH:28][n:27][cH:32][cH:31][cH:30]2)[c:4]([C:19]#[N:20])[n:5][n:6]1-[c:7]1[c:8]([Cl:18])[cH:9][c:10]([C:14]([F:15])([F:16])[F:17])[cH:11][c:12]1[Cl:13]. Reactants: S(=S)(=O)([O-])[O-].[Na+].[Na+] (sodium thiosulfate), C(CCC)OCCOC1=CC=C(C=C1)C=1C=CC2=C(C=C(CCN2CC(C)C)C(=O)NC2=CC=C(C=C2)SCC2=NN=CN2CC)C1 (7-[4-(2-butoxyethoxy)phenyl]-N-[4-(4-ethyl-4H-1,2,4-triazol-3-ylmethylthio)phenyl]-1-isobutyl-2,3-dihydro-1H-benzazepine-4-carboxamide), ClC1=CC(=CC=C1)C(=O)OO (3-chloroperbenzoic acid). The solvent is ClCCl (dichloromethane), ClCCl (dichloromethane). Run at temperature -78 celsius, time 1 hour. Yields the product C(CCC)OCCOC1=CC=C(C=C1)C=1C=CC2=C(C=C(CCN2CC(C)C)C(=O)NC2=CC=C(C=C2)S(=O)CC2=NN=CN2CC)C1 (7-[4-(2-butoxyethoxy)phenyl]-N-[4-(4-ethyl-4H-1,2,4-triazol-3-ylmethylsulfinyl)phenyl]-1-isobutyl-2,3-dihydro-1H-benzazepine-4-carboxamide). The yield is 89.2%. RXN SMILES: [CH2:1]([O:5][CH2:6][CH2:7][O:8][C:9]1[CH:14]=[CH:13][C:12]([C:15]2[CH:16]=[CH:17][C:18]3[N:24]([CH2:25][CH:26]([CH3:28])[CH3:27])[CH2:23][CH2:22][C:21]([C:29]([NH:31][C:32]4[CH:37]=[CH:36][C:35]([S:38][CH2:39][C:40]5[N:44]([CH2:45][CH3:46])[CH:43]=[N:42][N:41]=5)=[CH:34][CH:33]=4)=[O:30])=[CH:20][C:19]=3[CH:47]=2)=[CH:11][CH:10]=1)[CH2:2][CH2:3][CH3:4].ClC1C=CC=C(C(OO)=[O:56])C=1.S([O-])([O-])(=O)=S.[Na+].[Na+]>ClCCl>[CH2:1]([O:5][CH2:6][CH2:7][O:8][C:9]1[CH:10]=[CH:11][C:12]([C:15]2[CH:16]=[CH:17][C:18]3[N:24]([CH2:25][CH:26]([CH3:27])[CH3:28])[CH2:23][CH2:22][C:21]([C:29]([NH:31][C:32]4[CH:33]=[CH:34][C:35]([S:38]([CH2:39][C:40]5[N:44]([CH2:45][CH3:46])[CH:43]=[N:42][N:41]=5)=[O:56])=[CH:36][CH:37]=4)=[O:30])=[CH:20][C:19]=3[CH:47]=2)=[CH:13][CH:14]=1)[CH2:2][CH2:3][CH3:4] |f:2.3.4|. Procedure: To a solution of 7-[4-(2-butoxyethoxy)phenyl]-N-[4-(4-ethyl-4H-1,2,4-triazol-3-ylmethylthio)phenyl]-1-isobutyl-2,3-dihydro-1H-benzazepine-4-carboxamide (0.94 g) in dichloromethane (20 ml) was added dropwise a solution of 3-chloroperbenzoic acid (70%, 0.53 g) in dichloromethane (10 ml) at −78° C., and the mixture was stirred at −78° C. for 1 hour. To the reaction solution was added sodium thiosulfate solution at room temperature and the mixture was stirred for several minutes. The mixture was ext... The reactants are COC1=CC=C(C=C1)N1C(O[C@H](C1)CN1CCC(CC1)OC1=CC=C(C=C1)O)=O (3-p-methoxyphenyl-5(S)-[(4-p-hydroxyphenoxypiperidino)methyl]-2-oxazolidinone). The solvent is CS(=O)C (DMSO). Product: OC1=CC=C(OC2CCNCC2)C=C1 (4-(p-hydroxyphenoxy)piperidine). As a reaction SMILES: COC1C=CC(N2C[C@H](C[N:15]3[CH2:20][CH2:19][CH:18]([O:21][C:22]4[CH:27]=[CH:26][C:25]([OH:28])=[CH:24][CH:23]=4)[CH2:17][CH2:16]3)OC2=O)=CC=1>CS(C)=O>[OH:28][C:25]1[CH:26]=[CH:27][C:22]([O:21][CH:18]2[CH2:17][CH2:16][NH:15][CH2:20][CH2:19]2)=[CH:23][CH:24]=1. Procedure details: 3-p-methoxyphenyl-5(S)-[(4-p-hydroxyphenoxypiperidino)methyl]-2-oxazolidinone (hydrochloride), m.p. 190°-191°; [α]D =-30.3° (DMSO); Reactants: OC(CCCCOC)(C1=CC=CC=C1)C1CN(CC1)C(=O)OC(C)(C)C (tert-butyl 3-(1-hydroxy-5-methoxy-1-phenylpentyl)pyrrolidine-1-carboxylate), Cl (HCl), C(=O)([O-])[O-].[K+].[K+] (K2CO3), C(=O)=O (CO2). Solvent: CC#N (MeCN). Reaction conditions: time 17 hour. Product: COCCCCC(O)(C1CNCC1)C1=CC=CC=C1 (5-methoxy-1-phenyl-1-(pyrrolidin-3-yl)pentan-1-ol). Yield: 66.4%. As a reaction SMILES: [OH:1][C:2]([CH:15]1[CH2:19][CH2:18][N:17](C(OC(C)(C)C)=O)[CH2:16]1)([C:9]1[CH:14]=[CH:13][CH:12]=[CH:11][CH:10]=1)[CH2:3][CH2:4][CH2:5][CH2:6][O:7][CH3:8].Cl.C([O-])([O-])=O.[K+].[K+].C(=O)=O>CC#N>[CH3:8][O:7][CH2:6][CH2:5][CH2:4][CH2:3][C:2]([C:9]1[CH:14]=[CH:13][CH:12]=[CH:11][CH:10]=1)([CH:15]1[CH2:19][CH2:18][NH:17][CH2:16]1)[OH:1] |f:2.3.4|. Procedure: To a stirred solution of tert-butyl 3-(1-hydroxy-5-methoxy-1-phenylpentyl)pyrrolidine-1-carboxylate (290 mg, 0.80 mmol) in MeCN (20 mL) was added 5% aq HCl (20 mL). The mixture was stirred at rt for 17 h and solid K2CO3 was added until CO2 evolution ceased. MeCN was removed under reduced pressure and the aqueous residue was extracted with CH2Cl2 (2×90 mL). The combined organic extracts were dried over Na2SO4 and concentrated to afford 5-methoxy-1-phenyl-1-(pyrrolidin-3-yl)pentan-1-ol (140 mg, 66...